Dataset: the Open Reaction Database (ORD), a public repository of structured organic reaction records. Task: describe an organic reaction: reactants, conditions, products, and yield The reactants are C1(CCCC(=O)O1)=O (glutaric anhydride), known compound, N(C1=CC=CC=C1)C1=CC(=C(C(=C1)C(C)(C)C)O)C(C)(C)C (4-anilino-2,6-di-t-butylphenol). The solvent is COCCOC (1,2-dimethoxyethane). Yields the product C(C)(C)(C)C=1C=C(N(C2=CC=CC=C2)C(CCCC(=O)O)=O)C=C(C1O)C(C)(C)C (5-(3,5-di-t-butyl-4-hydroxy-N-phenylanilino)- 5-oxopentanoic acid). Reaction SMILES: [C:1]1(=[O:8])[O:7][C:5](=[O:6])[CH2:4][CH2:3][CH2:2]1.[NH:9]([C:16]1[CH:21]=[C:20]([C:22]([CH3:25])([CH3:24])[CH3:23])[C:19]([OH:26])=[C:18]([C:27]([CH3:30])([CH3:29])[CH3:28])[CH:17]=1)[C:10]1[CH:15]=[CH:14][CH:13]=[CH:12][CH:11]=1>COCCOC>[C:22]([C:20]1[CH:21]=[C:16]([CH:17]=[C:18]([C:27]([CH3:30])([CH3:29])[CH3:28])[C:19]=1[OH:26])[N:9]([C:5](=[O:6])[CH2:4][CH2:3][CH2:2][C:1]([OH:7])=[O:8])[C:10]1[CH:15]=[CH:14][CH:13]=[CH:12][CH:11]=1)([CH3:25])([CH3:24])[CH3:23]. Reported procedure: 1.1 g (0.010 mole) of glutaric anhydride, 3.0 g (0.010 mole) of the known compound 4-anilino-2,6-di-t-butylphenol, and 30 ml of 1,2-dimethoxyethane were combined and heated at reflux for 24 hours. The volume of the reaction was reduced by two-thirds under a stream of nitrogen, and the reaction was heated for another 24 hours. The remaining solvent was removed under vacuum on a rotary evaporator. The resulting solid was recrystallized twice from a mixture of benzene and hexane and then twice from... Starting materials: Brc1ccc(CN2CCOCC2)cc1, O=C1CC(CN2CCCCC2)C1. Yields the product OC1(c2ccc(CN3CCOCC3)cc2)CC(CN2CCCCC2)C1. RXN SMILES: [Br:13][c:14]1[cH:15][cH:16][c:17]([CH2:18][N:19]2[CH2:20][CH2:21][O:22][CH2:23][CH2:24]2)[cH:25][cH:26]1.[N:1]1([CH2:7][CH:8]2[CH2:9][C:10](=[O:12])[CH2:11]2)[CH2:2][CH2:3][CH2:4][CH2:5][CH2:6]1>>[N:1]1([CH2:7][CH:8]2[CH2:9][C:10]([OH:12])([c:14]3[cH:15][cH:16][c:17]([CH2:18][N:19]4[CH2:20][CH2:21][O:22][CH2:23][CH2:24]4)[cH:25][cH:26]3)[CH2:11]2)[CH2:2][CH2:3][CH2:4][CH2:5][CH2:6]1. Reactants: ClC=1C=C(C=CC1)N1CCC(CC1)C(=O)O (1-(3-chlorophenyl)-piperidine-4-carboxylic acid), Cl.CN(CCCN=C=NCC)C (N-(3-dimethylaminopropyl)-N′-ethylcarbodiimide hydrochloride), O[C@@H]1CCC=2C=CC=C(C2C1)N ((7R)-7-hydroxy-5,6,7,8-tetrahydronaphthaleneamine), ON1N=NC2=C1C=CC=C2 (1-hydroxy-1H-benzotriazole). The solvent is CN(C=O)C (N,N-dimethylformamide), C(C)(=O)OCC (Ethyl acetate). Conditions: time 8 hour. Product: ClC=1C=C(C=CC1)N1CCC(CC1)C(=O)NC1=CC=CC=2CC[C@H](CC12)O (1-[3-chlorophenyl]-N-[(7R)-7-hydroxy-5,6,7,8-tetrahydronaphthalen-1-yl]piperidine-4-carboxamide). Isolated yield 32.2%. RXN SMILES: [Cl:1][C:2]1[CH:3]=[C:4]([N:8]2[CH2:13][CH2:12][CH:11]([C:14]([OH:16])=O)[CH2:10][CH2:9]2)[CH:5]=[CH:6][CH:7]=1.[OH:17][C@H:18]1[CH2:27][C:26]2[C:25]([NH2:28])=[CH:24][CH:23]=[CH:22][C:21]=2[CH2:20][CH2:19]1.ON1C2C=CC=CC=2N=N1.Cl.CN(C)CCCN=C=NCC>CN(C)C=O.C(OCC)(=O)C>[Cl:1][C:2]1[CH:3]=[C:4]([N:8]2[CH2:9][CH2:10][CH:11]([C:14]([NH:28][C:25]3[C:26]4[CH2:27][C@H:18]([OH:17])[CH2:19][CH2:20][C:21]=4[CH:22]=[CH:23][CH:24]=3)=[O:16])[CH2:12][CH2:13]2)[CH:5]=[CH:6][CH:7]=1 |f:3.4|. Procedure: 120 mg (0.50 mmol) of 1-(3-chlorophenyl)-piperidine-4-carboxylic acid, 74 mg (0.46 mmol) of (7R)-7-hydroxy-5,6,7,8-tetrahydronaphthaleneamine, 74 mg (0.55 mmol) of 1-hydroxy-1H-benzotriazole and 113 mg (0.59 mmol) of (N-(3-dimethylaminopropyl)-N′-ethylcarbodiimide hydrochloride were combined in 3 ml of N,N-dimethylformamide under an argon atmosphere and stirred at room temperature overnight. Ethyl acetate was added, the mixture washed with water and the aqueous phase re-extracted with ethyl acet... Starting materials: FC1=C(C=CC=C1)NC(C)=O (N-(2-fluorophenyl)acetamide), C1(CC1)N=C=O (cyclopropyl isocyanate). The solvent is O1CCCC1 (tetrahydrofuran). Reaction conditions: temperature 100 celsius. Yields the product C1(CC1)NC(N(C(C)=O)C1=C(C=CC=C1)F)=O (N'-cyclopropyl-N-(2-fluorophenyl)-N-acetylurea). Reaction SMILES: [F:1][C:2]1[CH:7]=[CH:6][CH:5]=[CH:4][C:3]=1[NH:8][C:9](=[O:11])[CH3:10].[CH:12]1([N:15]=[C:16]=[O:17])[CH2:14][CH2:13]1>O1CCCC1>[CH:12]1([NH:15][C:16](=[O:17])[N:8]([C:3]2[CH:4]=[CH:5][CH:6]=[CH:7][C:2]=2[F:1])[C:9](=[O:11])[CH3:10])[CH2:14][CH2:13]1. Reported procedure: A mixture of 5.8 g of 3A, 50 ml of tetrahydrofuran and 5.0 g of 1A was heated in a sealed glass cylinder for 12 hours at 100° C. Then the solvent was evaporated, and the residue was recrystallized from ether/hexane to give 3, as a white solid, m.p.: 43°-45° C. The reactants are P(O)(O)(O)=O (phosphoric acid), C1=CC2=C(C=C1Cl)C(=O)C3=CC4=C(C=C3N2)C(=O)C5=C(N4)C=CC(=C5)Cl (2,9-dichloroquinacridone). Run in O (water). Yields the product C1=CC=C2C(=C1)C(=O)C3=CC4=C(C=C3N2)C(=O)C5=CC=CC=C5N4 (Quinacridone), ( 2-5 ). RXN SMILES: P(=O)(O)(O)O.[CH:6]1[C:11](Cl)=[CH:10][C:9]2[C:13]([C:15]3[C:20]([NH:21][C:8]=2[CH:7]=1)=[CH:19][C:18]1[C:22]([C:24]2[CH:30]=[C:29](Cl)[CH:28]=[CH:27][C:25]=2[NH:26][C:17]=1[CH:16]=3)=[O:23])=[O:14]>O>[CH:29]1[CH:30]=[C:24]2[C:22]([C:18]3[C:17]([NH:26][C:25]2=[CH:27][CH:28]=1)=[CH:16][C:15]1[C:13]([C:9]2[C:8]([NH:21][C:20]=1[CH:19]=3)=[CH:7][CH:6]=[CH:11][CH:10]=2)=[O:14])=[O:23]. Reported procedure: was cyclized in phosphoric acid to form 2,9-dichloroquinacridone. The phosphoric acid containing the thus-formed 2,9-dichloroquinacridone was dispersed in water, and the 2,9-dichloroquinacridone (crude C.I. Pigment Red 202) was then sufficiently washed, dried and pulverized to obtain Quinacridone pigment composition (2-5). Starting materials: CN(C)C=O (DMF), ClN1C(CCC1=O)=O (N-chlorosuccinimide), CN(C)C=O (DMF), C1(=CC=CC=C1)CC=NO (phenylacetaldehyde oxime), C(C)OCC (diethyl ether). Run in O (water). Reaction conditions: time 3 hour. Product: C1(=CC=CC=C1)CC(=NO)Cl (phenylacetohydroximoyl chloride), oil. RXN SMILES: [Cl:1]N1C(=O)CCC1=O.CN(C=O)C.[C:14]1([CH2:20][CH:21]=[N:22][OH:23])[CH:19]=[CH:18][CH:17]=[CH:16][CH:15]=1.C(OCC)C>O>[C:14]1([CH2:20][C:21]([Cl:1])=[N:22][OH:23])[CH:19]=[CH:18][CH:17]=[CH:16][CH:15]=1. Procedure: A solution of N-chlorosuccinimide (3.25 g, 24 mmol) in abs. DMF (18 ml) was added to a solution of compound V (2.7 g, 20 mmol) in abs. DMF (12 ml) at a temperature of 30-40° C. within 20 min. Cooling in an ice bath was carried out if necessary. The reaction mixture was stirred for 3 h at RT and then mixed with diethyl ether (175 ml) and water (115 ml). The phases were separated and the aqueous phase was extracted with diethyl ether (2×75 ml). The combined organic extracts were washed successivel... Reactants: C(OC(Cl)(Cl)Cl)(OC(Cl)(Cl)Cl)=O (bis(trichloromethyl) carbonate), Cl.Cl.CSCCN1CCC(CC1)N (1-(2-methylsulfanyl-ethyl)-piperidin-4-ylamine dihydrochloride), [C@H]1(CCC2=CC=CC=C12)NC1=NC2=CC=C(C=C2C=C1)N ((R)—N2-indan-1-yl-quinoline-2,6-diamine). Yields the product [C@H]1(CCC2=CC=CC=C12)NC1=NC2=CC=C(C=C2C=C1)NC(=O)NC1CCN(CC1)CCSC (1-[2-((R)-Indan-1-ylamino)-quinolin-6-yl]-3-[1-(2-methylsulfanyl-ethyl)-piperidin-4-yl]-urea). As a reaction SMILES: [C:1](=[O:12])(OC(Cl)(Cl)Cl)OC(Cl)(Cl)Cl.Cl.Cl.[CH3:15][S:16][CH2:17][CH2:18][N:19]1[CH2:24][CH2:23][CH:22]([NH2:25])[CH2:21][CH2:20]1.[C@H:26]1([NH:35][C:36]2[CH:45]=[CH:44][C:43]3[C:38](=[CH:39][CH:40]=[C:41]([NH2:46])[CH:42]=3)[N:37]=2)[C:34]2[C:29](=[CH:30][CH:31]=[CH:32][CH:33]=2)[CH2:28][CH2:27]1>>[C@H:26]1([NH:35][C:36]2[CH:45]=[CH:44][C:43]3[C:38](=[CH:39][CH:40]=[C:41]([NH:46][C:1]([NH:25][CH:22]4[CH2:21][CH2:20][N:19]([CH2:18][CH2:17][S:16][CH3:15])[CH2:24][CH2:23]4)=[O:12])[CH:42]=3)[N:37]=2)[C:34]2[C:29](=[CH:30][CH:31]=[CH:32][CH:33]=2)[CH2:28][CH2:27]1 |f:1.2.3|. Procedure details: The title compound was prepared in accordance with the general method 4 described in example 16 from bis(trichloromethyl) carbonate, 1-(2-methylsulfanyl-ethyl)-piperidin-4-ylamine dihydrochloride and (R)—N2-indan-1-yl-quinoline-2,6-diamine; MS: m/e=476.7 (M+H+). Starting materials: CN(C(=O)Oc1ccc(CCNC(=O)O)cc1)c1ccccc1, ClCCl, O=C(O)C(F)(F)F. Product: CN(C(=O)Oc1ccc(CCN)cc1)c1ccccc1, O=C(O)C(F)(F)F. RXN SMILES: [CH3:1][N:2]([C:3](=[O:4])[O:5][c:6]1[cH:7][cH:8][c:9]([CH2:12][CH2:13][NH:14][C:15](=[O:16])[OH:17])[cH:10][cH:11]1)[c:18]1[cH:19][cH:20][cH:21][cH:22][cH:23]1.[Cl:31][CH2:32][Cl:33].[F:24][C:25]([C:26](=[O:27])[OH:28])([F:29])[F:30]>>[CH3:1][N:2]([C:3](=[O:4])[O:5][c:6]1[cH:7][cH:8][c:9]([CH2:12][CH2:13][NH2:14])[cH:10][cH:11]1)[c:18]1[cH:19][cH:20][cH:21][cH:22][cH:23]1.[F:24][C:25]([C:26](=[O:27])[OH:28])([F:29])[F:30]. Procedure: 1-Methylpiperazine (0.58 mL, 5.2 mmol), HOBt (0.70 g, 5.2 mmol) and EDCl (1.0 g, 5.2 mmol) were added to a solution of 3-iodobenzoic acid (1.0 g, 4.0 mmol) in dry DCM (40 mL). The mixture was stirred at room temperature for 16 h, washed with saturated aqueous sodium bicarbonate (30 mL), water (15 mL), brine, dried over sodium sulphate, and evaporated to afford the title compound (1.27 g, 96%). Starting materials: CN1CCNCC1 (1-Methylpiperazine), C=1C=CC2=C(C1)N=NN2O (HOBt), CCN=C=NCCCN(C)C.Cl (EDCl), IC=1C=C(C(=O)O)C=CC1 (3-iodobenzoic acid). RXN SMILES: [CH3:1][N:2]1[CH2:7][CH2:6][NH:5][CH2:4][CH2:3]1.C1C=CC2N(O)N=NC=2C=1.CCN=C=NCCCN(C)C.Cl.[I:30][C:31]1[CH:32]=[C:33]([CH:37]=[CH:38][CH:39]=1)[C:34]([OH:36])=O>C(Cl)Cl>[I:30][C:31]1[CH:32]=[C:33]([C:34]([N:5]2[CH2:6][CH2:7][N:2]([CH3:1])[CH2:3][CH2:4]2)=[O:36])[CH:37]=[CH:38][CH:39]=1 |f:2.3|. Reaction conditions: time 16 hour. Solvent: C(Cl)Cl (DCM). Isolated yield 96.2%. The product is IC=1C=C(C=CC1)C(=O)N1CCN(CC1)C ((3-Iodophenyl)(4-methylpiperazin-1-yl)methanone). The reactants are C(C)OC(=O)C1=C(C2=C(N=NC=C2)O1)O (5-hydroxyfuro[2,3-c]pyridazine-6-carboxylic acid ethyl ester), COC(C1=C(N=C(C=C1)Cl)Cl)=O (2,6-dichloronicotinic acid methyl ester). The product is C(C)OC(=O)C1=C(C=2C(=NC(=CC2)Cl)O1)O (3-hydroxy-6-chlorofuro[2,3-b]pyridine-2-carboxylic acid ethyl ester). Reaction SMILES: [CH2:1]([O:3][C:4]([C:6]1[O:14][C:9]2[N:10]=N[CH:12]=[CH:13][C:8]=2[C:7]=1[OH:15])=[O:5])[CH3:2].COC(=O)C1C=C[C:22]([Cl:25])=NC=1Cl>>[CH2:1]([O:3][C:4]([C:6]1[O:14][C:9]2=[N:10][C:22]([Cl:25])=[CH:12][CH:13]=[C:8]2[C:7]=1[OH:15])=[O:5])[CH3:2]. Procedure: This compound was prepared using a method analogous to that of 5-hydroxyfuro[2,3-c]pyridazine-6-carboxylic acid ethyl ester (A.2.3.1), 2,6-dichloronicotinic acid methyl ester replacing 3-chloropyridazine-4-carboxylic acid ethyl ester;